From a dataset of the Open Reaction Database (ORD), a public repository of structured organic reaction records. describe an organic reaction: reactants, conditions, products, and yield Reactants: CN=C=O (Methyl isocyanate), C(C)OC(CNCC#C)OCC (2,2-diethoxy-N-(2-propynyl)ethylamine), CCOCC (ether). Conditions: temperature 50 celsius. Yields the product CN1C(N(C=C1)C(C#C)C)=O (1,3-dihydro-1-methyl-3-(1-methyl-2-propynyl)-2H-imidazol-2-one). RXN SMILES: [CH3:1][N:2]=[C:3]=[O:4].C(O[CH:8](OCC)[CH2:9][NH:10][CH2:11][C:12]#[CH:13])C.[CH3:17]COCC>>[CH3:1][N:2]1[CH:8]=[CH:9][N:10]([CH:11]([CH3:17])[C:12]#[CH:13])[C:3]1=[O:4]. Reported procedure: Methyl isocyanate (4.6 g, 0.081 mol) was added to a stirred solution of 2,2-diethoxy-N-(2-propynyl)ethylamine (13.7 g, 0.074 mol) in ether (150 mL). After 30 min the ether was evaporated and the residue was dissolved in water (150 mL), oxalic acid (6.7 g) was added, and the solution was heated at 50° C. for 30 min. The solution was then concentrated to 20 mL and neutralized with 4N NaOH solution, and extracted with ethyl acetate (4×150 mL). The ethyl acetate was evaporated and the residue was ch... Reactants: N(=O)[O-].[Na+] (sodium nitrite), ClC1=NSC(=C1C(=O)N)C1=CC(=CC=C1)C(F)(F)F (3-chloro-5-(m-trifluoromethylphenyl)-4-isothiazolecarboxamide), N(=O)[O-].[Na+] (sodium nitrite). Run in O (water), S(O)(O)(=O)=O (sulfuric acid), O (water). Run at time 1 hour. The product is ClC1=NSC(=C1C(=O)O)C1=CC(=CC=C1)C(F)(F)F (3-chloro-5-(m-trifluoromethylphenyl)-4-isothiazolecarboxylic acid). As a reaction SMILES: [Cl:1][C:2]1[C:6]([C:7](N)=[O:8])=[C:5]([C:10]2[CH:15]=[CH:14][CH:13]=[C:12]([C:16]([F:19])([F:18])[F:17])[CH:11]=2)[S:4][N:3]=1.N([O-])=[O:21].[Na+]>S(=O)(=O)(O)O.O>[Cl:1][C:2]1[C:6]([C:7]([OH:21])=[O:8])=[C:5]([C:10]2[CH:15]=[CH:14][CH:13]=[C:12]([C:16]([F:19])([F:18])[F:17])[CH:11]=2)[S:4][N:3]=1 |f:1.2|. Procedure details: To a solution of 50.0 g (0.287 mole) of m-trifluoromethylbenzaldehyde, 25.0 g (0.378 mole) of malononitrile, and 500 ml of n-butanol was added 15 drops of piperidine. The mixture was stirred for 16 hours, and the white precipitate was collected and washed with ethanol to give 34 g (53%) of white prisms, mp 82°-83°. Concentration of the mother liquid down to 100 ml and cooling gave an additional 3 g of prisms, mp 82°-85°. This material (3 g) was recrystallized from ethanol to give an additional 2... The reactants are BrC=1SC(=C(N1)C(=O)OCC)NC (Ethyl 2-bromo-5-methylamino-thiazole-4-carboxylate), NCCNC(OC(C)(C)C)=O (tert-butyl N-(2-aminoethyl)carbamate), CCOP(N(C(C)C)C(C)C)O (EDIPA). Run in O1CCOCC1 (1,4-dioxane). Reaction conditions: temperature 100 celsius. The product is C(C)(C)(C)OC(=O)NCCNC=1SC(=C(N1)C(=O)OCC)NC (Ethyl 2-[2-(tert-butoxycarbonylamino)ethylamino]-5-methylamino-thiazole-4-carboxylate). RXN SMILES: Br[C:2]1[S:3][C:4]([NH:12][CH3:13])=[C:5]([C:7]([O:9][CH2:10][CH3:11])=[O:8])[N:6]=1.[NH2:14][CH2:15][CH2:16][NH:17][C:18](=[O:24])[O:19][C:20]([CH3:23])([CH3:22])[CH3:21].CCOP(O)N(C(C)C)C(C)C>O1CCOCC1>[C:20]([O:19][C:18]([NH:17][CH2:16][CH2:15][NH:14][C:2]1[S:3][C:4]([NH:12][CH3:13])=[C:5]([C:7]([O:9][CH2:10][CH3:11])=[O:8])[N:6]=1)=[O:24])([CH3:23])([CH3:22])[CH3:21]. Reported procedure: Ethyl 2-bromo-5-methylamino-thiazole-4-carboxylate (546 mg, 2.059 mmol) and tert-butyl N-(2-aminoethyl)carbamate (1.3 g, 8.11 mmol) were combined in anhydrous 1,4-dioxane (15 ml). EDIPA (3 ml, 17.2 mmol) was added and the mixture was heated in a sealed tube for 23 hours at 100° C. The mixture was cooled to room temperature and partitioned between DCM and a saturated solution of sodium bicarbonate. Layers were separated, the aqueous phase was extracted twice with DCM and the combined organic laye...